From a dataset of the Open Reaction Database (ORD), a public repository of structured organic reaction records. describe an organic reaction: reactants, conditions, products, and yield The reactants are solution, C[Si](C)(C)C=[N+]=[N-] (trimethylsilyldiazomethane), C1(=CC=CC=C1)C (toluene), Cl.NC1(CCCC1)CC(=O)O ((1-amino-cyclopentyl)-acetic acid hydrochloride). The solvent is CO.C1=CC=CC=C1 (methanol benzene). Run at temperature 0 celsius, time 1 hour. The product is COC(CC1(CCCC1)N)=O ((1-amino-cyclopentyl)-acetic acid methyl ester). The yield is 98.0%. RXN SMILES: Cl.[NH2:2][C:3]1([CH2:8][C:9]([OH:11])=[O:10])[CH2:7][CH2:6][CH2:5][CH2:4]1.[CH3:12][Si](C=[N+]=[N-])(C)C.C1(C)C=CC=CC=1>CO.C1C=CC=CC=1>[CH3:12][O:10][C:9](=[O:11])[CH2:8][C:3]1([NH2:2])[CH2:7][CH2:6][CH2:5][CH2:4]1 |f:0.1,4.5|. Procedure: A stirred solution of (1-amino-cyclopentyl)-acetic acid hydrochloride (363 mg, 2.02 mmol) in a 1:1 mixture of anhydrous methanol/benzene (20 mL) cooled to 0° C. under a nitrogen environment was treated dropwise via syringe with a 2.0 M solution of trimethylsilyldiazomethane in toluene (2.0 mL, 4.0 mmol). The reaction mixture was allowed to warm to 25° C., stirred for 1 h, and concentrated in vacuo to give (1-amino-cyclopentyl)-acetic acid methyl ester (311 mg, 98%) as a colorless oil. LC-MS (ESI...